Dataset: the Open Reaction Database (ORD), a public repository of structured organic reaction records. Task: describe an organic reaction: reactants, conditions, products, and yield Reactants: C(C1=CC=CC=C1)(=O)Cl (benzoyl chloride), [H-].[Na+] (sodium hydride), [Cl-].[NH4+] (ammonium chloride). The solvent is CN(C=O)C (N,N-dimethylformamide). Run at time 1 hour. Yields the product C(C1=CC=CC=C1)(=O)N1C2=CC=CC=C2C=2CC(CCC12)C(=O)OCC1=CC=CC=C1 (Benzyl 9-benzoyl-1,2,3,4-tetrahydrocarbazole-3-carboxylate). As a reaction SMILES: [H-].[Na+].[C:3](Cl)(=[O:10])[C:4]1[CH:9]=[CH:8][CH:7]=[CH:6][CH:5]=1.[Cl-].[NH4+:13]>CN(C)C=O>[C:3]([N:13]1[C:7]2[CH2:8][CH2:9][CH:4]([C:3]([O:10][CH2:3][C:4]3[CH:9]=[CH:8][CH:7]=[CH:6][CH:5]=3)=[O:10])[CH2:5][C:6]=2[C:9]2[C:4]1=[CH:5][CH:6]=[CH:7][CH:8]=2)(=[O:10])[C:4]1[CH:9]=[CH:8][CH:7]=[CH:6][CH:5]=1 |f:0.1,3.4|. Procedure: A solution of 291 mg of benzyl 1,2,3,4-tetrahydrocarbazole-3-carboxylate, as obtained in Example 50, in 2 ml of N,N-dimethylformamide was added, with ice-cooling, to a suspension of 87 mg of sodium hydride (55% w/w dispersion in mineral oil) in 4 ml of N,N-dimethylformamide. 0.12 ml of benzoyl chloride was added to the reaction mixture which was then stirred for 1 hour. After this time, a saturated aqueous solution of ammonium chloride was added to the reaction mixture. The aqueous layer was ext... Reaction conditions: temperature 25 celsius, time 0.5 hour. Product: C(C1=CC=CC=C1)N1N=CC(=C1C)C(=O)NCC=1C(=NC(=CC1C)C)O (1-benzyl-N-((2-hydroxy-4,6-dimethylpyridin-3-yl)methyl)-5-methyl-1H-pyrazole-4-carboxamide). Run in O (water), ClCCl (dichloromethane), C(C)N(CC)CC (triethylamine). Reported procedure: A mixture of 1-benzyl-5-methyl-1H-pyrazole-4-carboxylic acid (75 mg, 0.34 mmol), 1-ethyl-3-(3-dimethylaminopropyl)carbodiimide hydrochloride (95 mg, 0.5 mmol), N-hydroxybenzotrizole (67 mg, 0.5 mmol), triethylamine (0.1 mL) and dichloromethane (5 mL) were stirred at 25° C. for 0.5 hours. Then 3-(aminomethyl)-4,6-dimethylpyridin-2-ol (50 mg, 0.33 mmol) was added. The mixture was stirred at 25° C. for 12 hours. To the mixture, water (10 ml) was added and the mixture was extracted with dichlorometh... Reaction SMILES: [CH2:1]([N:8]1[C:12]([CH3:13])=[C:11]([C:14]([OH:16])=O)[CH:10]=[N:9]1)[C:2]1[CH:7]=[CH:6][CH:5]=[CH:4][CH:3]=1.Cl.C(N=C=NCCCN(C)C)C.C1C=C2N=NN(O)C2=CC=1.N.[NH2:40][CH2:41][C:42]1[C:43]([OH:50])=[N:44][C:45]([CH3:49])=[CH:46][C:47]=1[CH3:48]>O.ClCCl.C(N(CC)CC)C>[CH2:1]([N:8]1[C:12]([CH3:13])=[C:11]([C:14]([NH:40][CH2:41][C:42]2[C:43]([OH:50])=[N:44][C:45]([CH3:49])=[CH:46][C:47]=2[CH3:48])=[O:16])[CH:10]=[N:9]1)[C:2]1[CH:3]=[CH:4][CH:5]=[CH:6][CH:7]=1 |f:1.2,3.4|. The yield is 30.3%. The reactants are NCC=1C(=NC(=CC1C)C)O (3-(aminomethyl)-4,6-dimethylpyridin-2-ol), C(C1=CC=CC=C1)N1N=CC(=C1C)C(=O)O (1-benzyl-5-methyl-1H-pyrazole-4-carboxylic acid), Cl.C(C)N=C=NCCCN(C)C (1-ethyl-3-(3-dimethylaminopropyl)carbodiimide hydrochloride), C1=CC=C2C(=C1)N=NN2O.N (N-hydroxybenzotrizole). Run in CN1C(N(CCC1)C)=O (1,3-dimethyl-3,4,5,6-tetrahydro-2(1H)-pyrimidinone), O1CCCC1 (tetrahydrofuran), CN1C(N(CCC1)C)=O (1,3-dimethyl-3,4,5,6-tetrahydro-2(1H)-pyrimidinone), O1CCCC1 (tetrahydrofuran). Yields the product hexanes ethyl acetate, COC(C(CC1OCCCC1)C1=CC=C(C=C1)S(=O)(=O)C)=O (2-(4-methanesulfonyl-phenyl)-3-(tetrahydro-pyran-2-yl)-propionic acid methyl ester). Procedure details: A solution of diisopropylamine (0.67 mL, 4.82 mmol) in tetrahydrofuran (30 mL) cooled to −78° C. under an argon atmosphere was treated with a 2.5M solution of n-butyllithium in hexanes (1.93 mL, 4.82 mmol). The reaction mixture was stirred at −78° C. for 15 min. At this time, the reaction was treated with a solution of (4-methanesulfonyl-phenyl)-acetic acid methyl ester (1.00 g, 4.38 mmol) in tetrahydrofuran (6 mL) and 1,3-dimethyl-3,4,5,6-tetrahydro-2(1H)-pyrimidinone (2 mL). The bright yellow ... Yield: 11.0%. Run at temperature -78 celsius, time 15 minute. Starting materials: BrCC1OCCCC1 (2-bromomethyl-tetrahydro-pyran), COC(CC1=CC=C(C=C1)S(=O)(=O)C)=O ((4-methanesulfonyl-phenyl)-acetic acid methyl ester), solution, C(CCC)[Li] (n-butyllithium), hexanes, C(C)(C)NC(C)C (diisopropylamine). Reaction SMILES: C(NC(C)C)(C)C.C([Li])CCC.[CH3:13][O:14][C:15](=[O:27])[CH2:16][C:17]1[CH:22]=[CH:21][C:20]([S:23]([CH3:26])(=[O:25])=[O:24])=[CH:19][CH:18]=1.Br[CH2:29][CH:30]1[CH2:35][CH2:34][CH2:33][CH2:32][O:31]1>O1CCCC1.CN1CCCN(C)C1=O>[CH3:13][O:14][C:15](=[O:27])[CH:16]([C:17]1[CH:18]=[CH:19][C:20]([S:23]([CH3:26])(=[O:24])=[O:25])=[CH:21][CH:22]=1)[CH2:29][CH:30]1[CH2:35][CH2:34][CH2:33][CH2:32][O:31]1. Starting materials: ClC1=NC(=C2C(=N1)N(N=C2)C2CCC1(OCCO1)CC2)N2CC1CCC(C2)O1 (6-Chloro-1-(1,4-dioxaspiro[4.5]dec-8-yl)-4-(8-oxa-3-azabicyclo[3.2.1]oct-3-yl)-1H-pyrazolo[3,4-d]pyrimidine), CC1(OB(OC1(C)C)C=1C=C2C=CNC2=CC1)C (5-(4,4,5,5-tetramethyl-1,3,2-dioxaborolan-2-yl)-1H-indole), C(=O)([O-])[O-].[Na+].[Na+] (Na2CO3), tetrakis triphenylphosphine palladium, C(=O)(C(F)(F)F)O (TFA). Run in C1(=CC=CC=C1)C (toluene), C(C)O (ethanol), O (H2O), CC#N (CH3CN). The product is O1CCOC12CCC(CC2)N2N=CC=1C2=NC(=NC1N1CC2CCC(C1)O2)C=2C=C1C=CNC1=CC2 (1-(1,4-dioxaspiro[4.5]dec-8-yl)-6-(1H-indol-5-yl)-4-(8-oxa-3-azabicyclo[3.2.1]oct-3-yl)-1H-pyrazolo[3,4-d]pyrimidine). Isolated yield 25.0%. RXN SMILES: Cl[C:2]1[N:7]=[C:6]2[N:8]([CH:11]3[CH2:20][CH2:19][C:14]4([O:18][CH2:17][CH2:16][O:15]4)[CH2:13][CH2:12]3)[N:9]=[CH:10][C:5]2=[C:4]([N:21]2[CH2:27][CH:26]3[O:28][CH:23]([CH2:24][CH2:25]3)[CH2:22]2)[N:3]=1.CC1(C)C(C)(C)OB([C:37]2[CH:38]=[C:39]3[C:43](=[CH:44][CH:45]=2)[NH:42][CH:41]=[CH:40]3)O1.C([O-])([O-])=O.[Na+].[Na+].C(O)(C(F)(F)F)=O>CC#N.O.C(O)C.C1(C)C=CC=CC=1>[O:18]1[C:14]2([CH2:19][CH2:20][CH:11]([N:8]3[C:6]4=[N:7][C:2]([C:37]5[CH:38]=[C:39]6[C:43](=[CH:44][CH:45]=5)[NH:42][CH:41]=[CH:40]6)=[N:3][C:4]([N:21]5[CH2:27][CH:26]6[O:28][CH:23]([CH2:24][CH2:25]6)[CH2:22]5)=[C:5]4[CH:10]=[N:9]3)[CH2:12][CH2:13]2)[O:15][CH2:16][CH2:17]1 |f:2.3.4|. Reported procedure: 6-Chloro-1-(1,4-dioxaspiro[4.5]dec-8-yl)-4-(8-oxa-3-azabicyclo[3.2.1]oct-3-yl)-1H-pyrazolo[3,4-d]pyrimidine (0.20 g, 0.493 mmol) is treated with 5-(4,4,5,5-tetramethyl-1,3,2-dioxaborolan-2-yl)-1H-indole (0.119 g, 0.74 mmol), aq. Na2CO3 (0.52 mL, 2M), and tetrakis triphenylphosphine palladium (20 mg) in 1:1 toluene:ethanol. The reaction mixture is heated in a microwave at 120 C for 60 min. Aq. workup followed by RP HPLC (H2O, CH3CN, TFA) gives the title compound as a white solid (60 mg). MS m/s=4... The reactants are S(=O)(=O)(Cl)Cl (Sulfuryl chloride), C1(=CC=CC=C1)CSC1=C(C=CC=C1)C=1NC2=CC=CC=C2C(C1)=O (2-[2-[(phenylmethyl)thio]phenyl]-4(1H)-quinolinone), N12CCN(CC1)CC2 (1,4-diazabicyclo[2.2.2]octane). Run in C(Cl)Cl (CH2Cl2). Conditions: temperature 25 celsius, time 0.5 hour. Yields the product C1=CC=CC=2C(C=C3N(C12)SC1=C3C=CC=C1)=O (5H-[1,2]benzisothiazolo[2,3-a]quinoline-5-one). Yield: 37.1%. RXN SMILES: S(Cl)(Cl)(=O)=O.C1(C[S:13][C:14]2[CH:19]=[CH:18][CH:17]=[CH:16][C:15]=2[C:20]2[NH:21][C:22]3[C:27]([C:28](=[O:30])[CH:29]=2)=[CH:26][CH:25]=[CH:24][CH:23]=3)C=CC=CC=1.N12CCN(CC1)CC2>C(Cl)Cl>[CH:23]1[C:22]2[N:21]3[S:13][C:14]4[CH:19]=[CH:18][CH:17]=[CH:16][C:15]=4[C:20]3=[CH:29][C:28](=[O:30])[C:27]=2[CH:26]=[CH:25][CH:24]=1. Procedure: Sulfuryl chloride (0. 255 ml, 3.15 mmole, 1.05 equiv.) was added dropwise over 2 min to a solution of 2-[2-[(phenylmethyl)thio]phenyl]-4(1H)-quinolinone (1.03 g, 3 mmole, 1 equiv.) in dry CH2Cl2 (30 ml) at -15° C. The mixture was stirred for 0.5 hr, then 1,4-diazabicyclo[2.2.2]octane (504.8 mg, 4.5 mmole, 1.5 equiv.) was added. Stirring at -15° C. was continued for an additional 10 min, then the mixture was warmed to 25° C. After 0.5 hr at 25° C. the reaction was quenched with 10% aqueous Na2CO3... The reactants are O (Water), FC(S(=O)(=O)OC1=NC=C(C=C1CC(C)(C)C)OCC1=CC=CC=C1)(F)F (5-(benzyloxy)-3-neopentylpyridin-2-yl trifluoromethanesulfonate), FC1=C(C=C(C=C1)OC)B(O)O ((2-fluoro-5-methoxyphenyl)boronic acid), C([O-])([O-])=O.[Na+].[Na+] (sodium carbonate). The reagents and catalysts are C=1C=CC(=CC1)[P](C=2C=CC=CC2)(C=3C=CC=CC3)[Pd]([P](C=4C=CC=CC4)(C=5C=CC=CC5)C=6C=CC=CC6)([P](C=7C=CC=CC7)(C=8C=CC=CC8)C=9C=CC=CC9)[P](C=1C=CC=CC1)(C=1C=CC=CC1)C=1C=CC=CC1 (tetrakis(triphenylphosphine)palladium). The solvent is C1(=CC=CC=C1)C (toluene). Conditions: temperature 90 celsius, time 3 hour. Product: C(C1=CC=CC=C1)OC=1C=C(C(=NC1)C1=C(C=CC(=C1)OC)F)CC(C)(C)C (5-(benzyloxy)-2-(2-fluoro-5-methoxyphenyl)-3-neopentylpyridine). The yield is 93.6%. As a reaction SMILES: FC(F)(F)S(O[C:7]1[C:12]([CH2:13][C:14]([CH3:17])([CH3:16])[CH3:15])=[CH:11][C:10]([O:18][CH2:19][C:20]2[CH:25]=[CH:24][CH:23]=[CH:22][CH:21]=2)=[CH:9][N:8]=1)(=O)=O.[F:28][C:29]1[CH:34]=[CH:33][C:32]([O:35][CH3:36])=[CH:31][C:30]=1B(O)O.C(=O)([O-])[O-].[Na+].[Na+].O>C1(C)C=CC=CC=1.C1C=CC([P]([Pd]([P](C2C=CC=CC=2)(C2C=CC=CC=2)C2C=CC=CC=2)([P](C2C=CC=CC=2)(C2C=CC=CC=2)C2C=CC=CC=2)[P](C2C=CC=CC=2)(C2C=CC=CC=2)C2C=CC=CC=2)(C2C=CC=CC=2)C2C=CC=CC=2)=CC=1>[CH2:19]([O:18][C:10]1[CH:11]=[C:12]([CH2:13][C:14]([CH3:15])([CH3:16])[CH3:17])[C:7]([C:30]2[CH:31]=[C:32]([O:35][CH3:36])[CH:33]=[CH:34][C:29]=2[F:28])=[N:8][CH:9]=1)[C:20]1[CH:21]=[CH:22][CH:23]=[CH:24][CH:25]=1 |f:2.3.4,^1:57,59,78,97|. Procedure: Under an argon atmosphere, to a solution of 5-(benzyloxy)-3-neopentylpyridin-2-yl trifluoromethanesulfonate (3.35 g) in toluene (25 mL) were added (2-fluoro-5-methoxyphenyl)boronic acid (2.12 g), tetrakis(triphenylphosphine)palladium (0) (961 mg) and 2.0 M aqueous sodium carbonate solution (12.5 mL), and the mixture was stirred at 90° C. for 3 hr. Water was added at room temperature, and the mixture was filtered through celite. The filtrate was extracted with ethyl acetate, and the extract was w... Reactants: Cc1ccccc1, Cc1nc(Cl)c([N+](=O)[O-])c(NCCOc2ccccc2)c1C, [H][H]. Yields the product Cc1nc(Cl)c(N)c(NCCOc2ccccc2)c1C. RXN SMILES: [CH3:25][c:26]1[cH:27][cH:28][cH:29][cH:30][cH:31]1.[Cl:1][c:2]1[n:3][c:4]([CH3:22])[c:5]([CH3:21])[c:6]([NH:11][CH2:12][CH2:13][O:14][c:15]2[cH:16][cH:17][cH:18][cH:19][cH:20]2)[c:7]1[N+:8]([O-:9])=[O:10].[H:23][H:24]>>[Cl:1][c:2]1[n:3][c:4]([CH3:22])[c:5]([CH3:21])[c:6]([NH:11][CH2:12][CH2:13][O:14][c:15]2[cH:16][cH:17][cH:18][cH:19][cH:20]2)[c:7]1[NH2:8]. The product is COC(=O)C1C(C(CC1)NCC1=C(C=CC(=C1)C1=COC=C1)OC)C1=CC=C(C=C1)F ((1RS ,2RS ,3RS)-2-(4-Fluorophenyl)-3-((5-(furan-3-yl)-2-methoxyphenyl)methylamino)cyclopentanecarboxylic acid methyl ester). Reaction SMILES: [CH3:1][O:2][C:3]([CH:5]1[CH2:9][CH2:8][CH:7]([N:10]=[N+]=[N-])[CH:6]1[C:13]1[CH:18]=[CH:17][C:16]([F:19])=[CH:15][CH:14]=1)=[O:4].[O:20]1[CH:24]=[CH:23][C:22]([C:25]2[CH:26]=[CH:27][C:28]([O:33][CH3:34])=[C:29]([CH:32]=2)[CH:30]=O)=[CH:21]1>>[CH3:1][O:2][C:3]([CH:5]1[CH2:9][CH2:8][CH:7]([NH:10][CH2:30][C:29]2[CH:32]=[C:25]([C:22]3[CH:23]=[CH:24][O:20][CH:21]=3)[CH:26]=[CH:27][C:28]=2[O:33][CH3:34])[CH:6]1[C:13]1[CH:18]=[CH:17][C:16]([F:19])=[CH:15][CH:14]=1)=[O:4]. Procedure details: The title compound was prepared by employing the method described in Example 91, Step D with (1RS,2RS,3RS)-2-(4-fluorophenyl)-3-azidocyclopentanecarboxylic acid methyl ester (from Example 89, Step A) and the known 5-(furan-3-yl)-2-methoxybenzaldehyde (P. J. Ward, et al., J. Med. Chem. 1995, 38, 4985-92). NMR (400 MHz, CDCl3): δ 7.63-7.61 (m, 1H), 7.46 (t, 1H, J=2 Hz), 7.31 (dd, 1H, J=9,2 Hz), 7.18 (dd, 2H, J=9,5 Hz), 7.12 (d, 1H, J=2 Hz), 7.01 (t, 2H, J=9 Hz), 6.75 (d, 1H, J=9 Hz), 6.62 (dd, 1H,... Starting materials: COC(=O)C1C(C(CC1)N=[N+]=[N-])C1=CC=C(C=C1)F ((1RS,2RS,3RS)-2-(4-fluorophenyl)-3-azidocyclopentanecarboxylic acid methyl ester), O1C=C(C=C1)C=1C=CC(=C(C=O)C1)OC (5-(furan-3-yl)-2-methoxybenzaldehyde). Reactants: potassium tert.-butylate, FC(C=1C=C(C=CC1)S)(F)F (3-trifluoromethylthiophenol), BrC1=NC(=CC(=C1)[N+](=O)[O-])Br (2,6-dibromo-4-nitro-pyridine). Run in CN(C=O)C (dimethylformamide). Reaction conditions: time 20 minute. The product is BrC1=NC(=CC(=C1)SC1=CC(=CC=C1)C(F)(F)F)Br (2,6-dibromo-4-(3-trifluoromethylphenylsulphanyl)-pyridine). The yield is 89.9%. Reaction SMILES: [F:1][C:2]([F:11])([F:10])[C:3]1[CH:4]=[C:5]([SH:9])[CH:6]=[CH:7][CH:8]=1.[Br:12][C:13]1[CH:18]=[C:17]([N+]([O-])=O)[CH:16]=[C:15]([Br:22])[N:14]=1>CN(C)C=O>[Br:12][C:13]1[CH:18]=[C:17]([S:9][C:5]2[CH:6]=[CH:7][CH:8]=[C:3]([C:2]([F:1])([F:10])[F:11])[CH:4]=2)[CH:16]=[C:15]([Br:22])[N:14]=1. Procedure: 1.0 g (0.0056 mol) of 3-trifluoromethylthiophenol was dissolved in 17 ml of dimethylformamide and treated with 0.64 g (0.0056 mol) of potassium tert.-butylate. The mixture was stirred at room temperature for 20 min. and then treated with 1.58 g (0.0056 mol) of 2,6-dibromo-4-nitro-pyridine. The mixture was stirred at room temperature for 3 hrs., the solvent was then removed and the residue was partitioned in water and ethyl acetate. The organic phase was washed with sat. sodium chloride solution,... Starting materials: C1(=CC=CC=C1)CC(=O)Cl (Phenylacetyl chloride), N[C@H]1[C@@H]2N(C(=C(CS2)C)C(=O)OC(C)(C)C)C1=O (t-butyl 7β-amino-3-methylceph-3-em-4-carboxylate), C(C)(=O)OO (peracetic acid), C(O)([O-])=O.[Na+] (sodium hydrogen carbonate). Run in CC(=O)N(C)C (dimethylacetamide), C(C)#N (acetonitrile). Conditions: time 45 minute. Product: CC=1CS[C@H]2N(C1C(=O)OC(C)(C)C)C([C@H]2NC(CC2=CC=CC=C2)=O)=O (t-butyl 3-methyl-7β-phenylacetamidoceph-3-em-4-carboxylate), 1,1-dioxide. The yield is 11.0%. RXN SMILES: [C:1]1([CH2:7][C:8](Cl)=[O:9])[CH:6]=[CH:5][CH:4]=[CH:3][CH:2]=1.[NH2:11][C@@H:12]1[C:27](=[O:28])[N:14]2[C:15]([C:20]([O:22][C:23]([CH3:26])([CH3:25])[CH3:24])=[O:21])=[C:16]([CH3:19])[CH2:17][S:18][C@H:13]12.C(OO)(=O)C.C(=O)([O-])O.[Na+]>CC(N(C)C)=O.C(#N)C>[CH3:19][C:16]1[CH2:17][S:18][C@@H:13]2[C@H:12]([NH:11][C:8](=[O:9])[CH2:7][C:1]3[CH:6]=[CH:5][CH:4]=[CH:3][CH:2]=3)[C:27](=[O:28])[N:14]2[C:15]=1[C:20]([O:22][C:23]([CH3:24])([CH3:25])[CH3:26])=[O:21] |f:3.4|. Procedure: Phenylacetyl chloride (0.58 ml, 1.1 equiv.) was added to a stirred solution of t-butyl 7β-amino-3-methylceph-3-em-4-carboxylate (1.08 g, 4 mmole) in dimethylacetamide (2.5 ml) and acetonitrile (10 ml.) The mixture was stirred at ca. 25° for 45 minutes and the acetonitrile was removed in vacuo. Water (50 ml) and ethyl acetate (150 ml) were added and the organic phase was washed with water, 3% sodium hydrogen carbonate solution and water (50 ml of each), dried and evaporated. The residual colourle...